This data is from the Open Reaction Database (ORD), a public repository of structured organic reaction records. The task is: describe an organic reaction: reactants, conditions, products, and yield Starting materials: [H-].[Na+] (Sodium hydride), oil, C1=2C(=O)OC(NC1=CC=CC2)=O (isatoic anhydride), ICC (iodoethane). Run in CN(C=O)C (dimethylformamide). Conditions: time 3 hour. Product: C(C)N1C=2C(C(=O)OC1=O)=CC=CC2 (N-ethyl isatoic anhydride). Yield: 59.7%. As a reaction SMILES: [H-].[Na+].[C:3]12[C:9](=[CH:10][CH:11]=[CH:12][CH:13]=1)[NH:8][C:7](=[O:14])[O:6][C:4]2=[O:5].I[CH2:16][CH3:17]>CN(C)C=O>[CH2:16]([N:8]1[C:7](=[O:14])[O:6][C:4](=[O:5])[C:3]2=[CH:13][CH:12]=[CH:11][CH:10]=[C:9]12)[CH3:17] |f:0.1|. Procedure details: Sodium hydride (28 g of a 55% oil dispersion) was added in portions to a stirred, cooled (4° C.) solution of isatoic anhydride (100 g) and iodoethane (104 g) in anhydrous dimethylformamide (600 ml). The reaction mixture was stirred at room temperature for 3 hours. The solvent was evaporated and the residue partitioned between ethyl acetate (1 l) and water (500 ml). The organic layer was separated, washed with brine (2×100 ml), dried (sodium sulphate) then evaporated to give a semi-solid which wa... RXN SMILES: [CH2:1]1[CH2:6][C@H:5]([C:7]([OH:9])=[O:8])[CH2:4][CH2:3][C@H:2]1[CH2:10][NH2:11].[CH3:12][CH:13]([CH3:32])[C:14]([O:16][CH:17]([O:21][C:22](ON1C(=O)CCC1=O)=[O:23])[CH2:18][CH2:19][CH3:20])=[O:15]>CC(OC)(C)C.CC(C)=O.O>[CH3:32][CH:13]([CH3:12])[C:14]([O:16][CH:17]([O:21][C:22]([NH:11][CH2:10][C@H:2]1[CH2:3][CH2:4][C@H:5]([C:7]([OH:9])=[O:8])[CH2:6][CH2:1]1)=[O:23])[CH2:18][CH2:19][CH3:20])=[O:15] |f:2.3.4|. Procedure: Following the general nucleophilic carbamoylation procedure, tranexamic acid (800 mg, 5 mmol) and 1-[(2,5-dioxopyrrolidinyl)oxycarbonyloxy]butyl 2-methylpropanoate (700 mg, 2.3 mmol) were reacted in the MTBE/acetone/water mixture (16 mL) to yield the title compound 36 (100 mg, 13% yield) as a white powder after work-up and mass-guided preparative HPLC purification. 1H NMR (400 MHz, DMSO-d6): δ=0.87-0.95 (m, 8H), 1.08 (d, J=4.0 Hz, 3H), 1.10 (d, J=4.0 Hz, 3H), 1.21-1.41 (br. m, 5H), 1.68-1.73 (m,... Reactants: C1[C@@H](CC[C@H](C1)C(=O)O)CN (tranexamic acid), CC(C(=O)OC(CCC)OC(=O)ON1C(CCC1=O)=O)C (1-[(2,5-dioxopyrrolidinyl)oxycarbonyloxy]butyl 2-methylpropanoate). The yield is 12.7%. Solvent: CC(C)(C)OC.CC(=O)C.O (MTBE acetone water). The product is CC(C(=O)OC(CCC)OC(=O)NC[C@@H]1CC[C@H](CC1)C(=O)O)C (trans-4-{[1-(2-Methylpropanoyloxy)butoxycarbonyl]aminomethyl}-Cyclohexanecarboxylic Acid). Starting materials: Cc1sc(Br)c(C)c1Br, CCOCC, [Li]CCCC, CSSC, O. Product: CSc1sc(C)c(Br)c1C. As a reaction SMILES: [Br:1][c:2]1[s:3][c:4]([CH3:9])[c:5]([Br:8])[c:6]1[CH3:7].[CH2:10]([O:11][CH2:12][CH3:13])[CH3:14].[CH2:15]([Li:16])[CH2:17][CH2:18][CH3:19].[CH3:20][S:21][S:22][CH3:23].[OH2:24]>>[c:2]1([S:21][CH3:20])[s:3][c:4]([CH3:9])[c:5]([Br:8])[c:6]1[CH3:7]. Starting materials: C(C1=CC=2OCOC2C=C1)N1CCN(CC1)C(CCC1=CC=C(OC2=NC=C(C(=O)O)C=C2)C=C1)=O (6-{4-[3-(4-piperonylpiperazin-1-yl)-3-oxopropyl]phenoxy}nicotinic acid), N,N′-carbonyldiimidazole, ClC=1C=C(N)C=CC1Cl (3,4-dichloroaniline). Run in C1CCOC1 (THF). Conditions: time 30 minute. The product is C(C1=CC=2OCOC2C=C1)N1CCN(CC1)C(CCC1=CC=C(OC2=NC=C(C(=O)NC3=CC(=C(C=C3)Cl)Cl)C=C2)C=C1)=O (6-{4-[3-(4-piperonylpiperazin-1-yl)-3-oxopropyl]phenoxy}-N-(3,4-dichlorophenyl)nicotinamide). As a reaction SMILES: [CH2:1]([N:11]1[CH2:16][CH2:15][N:14]([C:17](=[O:36])[CH2:18][CH2:19][C:20]2[CH:35]=[CH:34][C:23]([O:24][C:25]3[CH:33]=[CH:32][C:28]([C:29]([OH:31])=O)=[CH:27][N:26]=3)=[CH:22][CH:21]=2)[CH2:13][CH2:12]1)[C:2]1[CH:10]=[CH:9][C:8]2[O:7][CH2:6][O:5][C:4]=2[CH:3]=1.[Cl:37][C:38]1[CH:39]=[C:40]([CH:42]=[CH:43][C:44]=1[Cl:45])[NH2:41]>C1COCC1>[CH2:1]([N:11]1[CH2:12][CH2:13][N:14]([C:17](=[O:36])[CH2:18][CH2:19][C:20]2[CH:35]=[CH:34][C:23]([O:24][C:25]3[CH:33]=[CH:32][C:28]([C:29]([NH:41][C:40]4[CH:42]=[CH:43][C:44]([Cl:45])=[C:38]([Cl:37])[CH:39]=4)=[O:31])=[CH:27][N:26]=3)=[CH:22][CH:21]=2)[CH2:15][CH2:16]1)[C:2]1[CH:10]=[CH:9][C:8]2[O:7][CH2:6][O:5][C:4]=2[CH:3]=1. Reported procedure: To a solution of 6-{4-[3-(4-piperonylpiperazin-1-yl)-3-oxopropyl]phenoxy}nicotinic acid (1.23 g, 2.5 mmol) in THF (35 mL) was added N,N′-carbonyldiimidazole (540 mg, 3.3 mmol), and the resulting solution was stirred for 30 minutes at room temperature. The resulting reaction solution was concentrated under reduced pressure, and to the residue was added 3,4-dichloroaniline (4.07 g, 25 mmol). The resulting solution was stirred for 3 days at room temperature. The solvent was evaporated under reduced... The reactants are COc1ccc2c(=O)c(=O)c(=O)c2c1, Cl, NNC(=O)Nc1ccccc1. Product: COc1ccc2c(=O)c(=NNC(=O)Nc3ccccc3)c(=O)c2c1. As a reaction SMILES: [CH3:1][O:2][c:3]1[cH:4][c:5]2[c:6](=[O:14])[c:7](=[O:13])[c:8](=[O:12])[c:9]2[cH:10][cH:11]1.[ClH:15].[c:16]1([NH:22][C:23]([NH:24][NH2:25])=[O:26])[cH:17][cH:18][cH:19][cH:20][cH:21]1>>[CH3:1][O:2][c:3]1[cH:4][c:5]2[c:6](=[O:14])[c:7](=[N:25][NH:24][C:23]([NH:22][c:16]3[cH:17][cH:18][cH:19][cH:20][cH:21]3)=[O:26])[c:8](=[O:12])[c:9]2[cH:10][cH:11]1. Starting materials: C(C)NC(=O)NC1=CC=C(C=C1)C=1N=C(C2=C(N1)CNCC2)N2[C@H](COCC2)C ((S)-1-ethyl-3-(4-(4-(3-methylmorpholino)-5,6,7,8-tetrahydropyrido[3,4-d]pyrimidin-2 yl)phenyl)urea), C(C(C)C)=O (isobutyraldehyde). Yields the product C(=O)O.C(C)NC(=O)NC1=CC=C(C=C1)C=1N=C(C2=C(N1)CN(CC2)CC(C)C)N2[C@H](COCC2)C ((S)-1-ethyl-3-(4-(7-isobutyl-4-(3-methylmorpholino)-5,6,7,8-tetrahydropyrido[3,4-d]pyrimidin-2-yl)phenyl)urea formate). Reaction SMILES: [CH2:1]([NH:3][C:4]([NH:6][C:7]1[CH:12]=[CH:11][C:10]([C:13]2[N:14]=[C:15]([N:23]3[CH2:28][CH2:27][O:26][CH2:25][C@@H:24]3[CH3:29])[C:16]3[CH2:22][CH2:21][NH:20][CH2:19][C:17]=3[N:18]=2)=[CH:9][CH:8]=1)=[O:5])[CH3:2].[CH:30](=[O:34])[CH:31]([CH3:33])[CH3:32]>>[CH:27]([OH:26])=[O:34].[CH2:1]([NH:3][C:4]([NH:6][C:7]1[CH:8]=[CH:9][C:10]([C:13]2[N:14]=[C:15]([N:23]3[CH2:28][CH2:27][O:26][CH2:25][C@@H:24]3[CH3:29])[C:16]3[CH2:22][CH2:21][N:20]([CH2:30][CH:31]([CH3:33])[CH3:32])[CH2:19][C:17]=3[N:18]=2)=[CH:11][CH:12]=1)=[O:5])[CH3:2] |f:2.3|. Procedure details: Method as example 26 using (S)-1-ethyl-3-(4-(4-(3-methylmorpholino)-5,6,7,8-tetrahydropyrido[3,4-d]pyrimidin-2 yl)phenyl)urea (example 13) and isobutyraldehyde as starting materials. Starting materials: C, CO, COC(=O)C(=Cc1ccccc1)CO, [H][H], [Pd]. Yields the product COC(=O)C(CO)Cc1ccccc1. Reaction SMILES: [C:19].[CH3:17][OH:18].[CH:1]([c:2]1[cH:3][cH:4][cH:5][cH:6][cH:7]1)=[C:8]([C:9](=[O:10])[O:11][CH3:12])[CH2:13][OH:14].[H:15][H:16].[Pd:20]>>[CH2:1]([c:2]1[cH:3][cH:4][cH:5][cH:6][cH:7]1)[CH:8]([C:9](=[O:10])[O:11][CH3:12])[CH2:13][OH:14].